This data is from the Open Reaction Database (ORD), a public repository of structured organic reaction records. The task is: describe an organic reaction: reactants, conditions, products, and yield Starting materials: CCOC(C)=O, O=C1OCc2c1cc(Cl)cc2[N+](=O)[O-], [H][H]. Yields the product Nc1cc(Cl)cc2c1COC2=O. RXN SMILES: [CH3:17][CH2:18][O:19][C:20]([CH3:21])=[O:22].[Cl:1][c:2]1[cH:3][c:4]([N+:12]([O-:13])=[O:14])[c:5]2[c:9]([cH:10]1)[C:8](=[O:11])[O:7][CH2:6]2.[H:15][H:16]>>[Cl:1][c:2]1[cH:3][c:4]([NH2:12])[c:5]2[c:9]([cH:10]1)[C:8](=[O:11])[O:7][CH2:6]2. The reactants are ice water, COCC1=NC=CC(N1)=O (2-methoxymethyl-4-pyrimidone), P(=O)(Cl)(Cl)Cl (phosphorus oxychloride), [OH-].[Na+] (NaOH). Yields the product COCC1=NC=CC(=N1)Cl (2-methoxymethyl-4-chloropyrimidine). RXN SMILES: [CH3:1][O:2][CH2:3][C:4]1[NH:9][C:8](=O)[CH:7]=[CH:6][N:5]=1.[OH-].[Na+].P(Cl)(Cl)([Cl:15])=O>>[CH3:1][O:2][CH2:3][C:4]1[N:9]=[C:8]([Cl:15])[CH:7]=[CH:6][N:5]=1 |f:1.2|. Procedure: A mixture of 2-methoxymethyl-4-pyrimidone (1.73 g) and phosphorus oxychloride (20 ml) were heated together under reflux for 30 minutes. The mixture was stripped, ice/water added and the pH raised to 14 (NaOH). The solution was extracted with chloroform, the extracts dried (MgSO4) and stripped to give 2-methoxymethyl-4-chloropyrimidine (1.72 g) as an oil which was used without further purification. Yields the product CCC(C)(C)Cc1c[nH]c(C(Cc2ccc(-c3cnn(C)c3)cc2)NC)n1. The reactants are CCC(C)(C)Cc1c[nH]c(C(Cc2ccc(Br)cc2)NC)n1, Cn1cc(B2OC(C)(C)C(C)(C)O2)cn1, CN(C)C=O, [Na+], [Na+], O=C([O-])[O-], O, O. As a reaction SMILES: [Br:1][c:2]1[cH:3][cH:4][c:5]([CH2:8][CH:9]([NH:10][CH3:11])[c:12]2[nH:13][cH:14][c:15]([CH2:17][C:18]([CH2:19][CH3:20])([CH3:21])[CH3:22])[n:16]2)[cH:6][cH:7]1.[CH3:29][n:30]1[n:31][cH:32][c:33]([B:35]2[O:36][C:37]([CH3:38])([CH3:39])[C:40]([CH3:41])([CH3:42])[O:43]2)[cH:34]1.[CH3:45][N:46]([CH3:47])[CH:48]=[O:49].[Na+:23].[Na+:24].[O-:25][C:26](=[O:27])[O-:28].[OH2:44].[OH2:50]>>[c:2]1(-[c:33]2[cH:32][n:31][n:30]([CH3:29])[cH:34]2)[cH:3][cH:4][c:5]([CH2:8][CH:9]([NH:10][CH3:11])[c:12]2[nH:13][cH:14][c:15]([CH2:17][C:18]([CH2:19][CH3:20])([CH3:21])[CH3:22])[n:16]2)[cH:6][cH:7]1.